This data is from the Open Reaction Database (ORD), a public repository of structured organic reaction records. The task is: describe an organic reaction: reactants, conditions, products, and yield As a reaction SMILES: [O:1]=[C:2]1[NH:21][C:5]2=[N:6][C:7]3[CH:8]=[CH:9][C:10]([O:14][CH2:15][CH2:16][CH2:17][C:18]([OH:20])=O)=[CH:11][C:12]=3[CH:13]=[C:4]2[NH:3]1.[CH:22]1([NH2:29])[CH2:28][CH2:27][CH2:26][CH2:25][CH2:24][CH2:23]1>>[CH:22]1([NH:29][C:18](=[O:20])[CH2:17][CH2:16][CH2:15][O:14][C:10]2[CH:9]=[CH:8][C:7]3[N:6]=[C:5]4[NH:21][C:2](=[O:1])[NH:3][C:4]4=[CH:13][C:12]=3[CH:11]=2)[CH2:28][CH2:27][CH2:26][CH2:25][CH2:24][CH2:23]1. Reactants: O=C1NC=2C(=NC=3C=CC(=CC3C2)OCCCC(=O)O)N1 (4-[(2,3-dihydro-2-oxo-1H-imidazo[4,5-b]quinolin-7-yl)oxy]butyric acid), C1(CCCCCC1)N (N-cycloheptylamine). Reported procedure: This compound, m.p. 314°-316°, was prepared analogous to Example 15 from 4-[(2,3-dihydro-2-oxo-1H-imidazo[4,5-b]quinolin-7-yl)oxy]butyric acid and N-cycloheptylamine. Product: C1(CCCCCC1)NC(CCCOC1=CC=2C=C3C(=NC2C=C1)NC(N3)=O)=O (N-Cycloheptyl-4-[(2,3-dihydro-2-oxo-1H-imidazo[4,5-b]quinolin-7-yl)oxy]butanamide). The reactants are CCN(CC)C(=O)c1ccccc1B(O)O, CCOC(C)=O, Cc1ccccc1, COc1ccc(Cl)nc1, [K+], [K+], [K+], O, O=C(O)CC(O)(CC(=O)O)C(=O)O, O=P([O-])([O-])[O-]. Yields the product CCN(CC)C(=O)c1ccccc1-c1ccc(OC)cn1. As a reaction SMILES: [CH2:18]([CH3:19])[N:20]([C:21](=[O:22])[c:23]1[c:24]([B:29]([OH:30])[OH:31])[cH:25][cH:26][cH:27][cH:28]1)[CH2:32][CH3:33].[CH3:47][CH2:48][O:49][C:50](=[O:51])[CH3:52].[CH3:54][c:55]1[cH:56][cH:57][cH:58][cH:59][cH:60]1.[Cl:9][c:10]1[n:11][cH:12][c:13]([O:16][CH3:17])[cH:14][cH:15]1.[K+:6].[K+:7].[K+:8].[OH2:53].[OH:34][C:35]([CH2:36][C:37]([C:38](=[O:39])[OH:40])([CH2:41][C:42](=[O:43])[OH:44])[OH:45])=[O:46].[P:1]([O-:2])([O-:3])([O-:4])=[O:5]>>[c:10]1(-[c:24]2[c:23]([C:21]([N:20]([CH2:18][CH3:19])[CH2:32][CH3:33])=[O:22])[cH:28][cH:27][cH:26][cH:25]2)[n:11][cH:12][c:13]([O:16][CH3:17])[cH:14][cH:15]1. Reactants: COC(C)(C)C, ClCCl, O=c1cc(OCc2cccnn2)ccn1CCc1ccc(CO)cc1, BrP(Br)Br. Product: O=c1cc(OCc2cccnn2)ccn1CCc1ccc(CBr)cc1. As a reaction SMILES: [C:33]([O:34][CH3:35])([CH3:36])([CH3:37])[CH3:38].[Cl:30][CH2:31][Cl:32].[OH:1][CH2:2][c:3]1[cH:4][cH:5][c:6]([CH2:9][CH2:10][n:11]2[c:12](=[O:25])[cH:13][c:14]([O:17][CH2:18][c:19]3[n:20][n:21][cH:22][cH:23][cH:24]3)[cH:15][cH:16]2)[cH:7][cH:8]1.[P:26]([Br:27])([Br:28])[Br:29]>>[CH2:2]([c:3]1[cH:4][cH:5][c:6]([CH2:9][CH2:10][n:11]2[c:12](=[O:25])[cH:13][c:14]([O:17][CH2:18][c:19]3[n:20][n:21][cH:22][cH:23][cH:24]3)[cH:15][cH:16]2)[cH:7][cH:8]1)[Br:27]. Reactants: C(C1=CC=CC=C1)OCC1(CCC2(OCCO2)CC1)C#CC(O)C1=CC=C(C=C1)C (3-(8-(Benzyloxymethyl)-1,4-dioxaspiro[4.5]decan-8-yl)-1-(p-tolyl)propyn-1-ol). Reagents/catalysts: [O-2].[O-2].[Mn+4] (manganese dioxide). The solvent is ClCCl (dichloromethane). Conditions: time 13 hour. Product: C(C1=CC=CC=C1)OCC1(CCC2(OCCO2)CC1)C#CC(=O)C1=CC=C(C=C1)C (3-(8-(Benzyloxymethyl)-1,4-dioxaspiro[4.5]decan-8-yl)-1-(p-tolyl)propyn-1-one). Yield: 92.4%. As a reaction SMILES: [CH2:1]([O:8][CH2:9][C:10]1([C:20]#[C:21][CH:22]([C:24]2[CH:29]=[CH:28][C:27]([CH3:30])=[CH:26][CH:25]=2)[OH:23])[CH2:19][CH2:18][C:13]2([O:17][CH2:16][CH2:15][O:14]2)[CH2:12][CH2:11]1)[C:2]1[CH:7]=[CH:6][CH:5]=[CH:4][CH:3]=1>ClCCl.[O-2].[O-2].[Mn+4]>[CH2:1]([O:8][CH2:9][C:10]1([C:20]#[C:21][C:22]([C:24]2[CH:29]=[CH:28][C:27]([CH3:30])=[CH:26][CH:25]=2)=[O:23])[CH2:11][CH2:12][C:13]2([O:14][CH2:15][CH2:16][O:17]2)[CH2:18][CH2:19]1)[C:2]1[CH:3]=[CH:4][CH:5]=[CH:6][CH:7]=1 |f:2.3.4|. Procedure: To a solution of 3-(8-(benzyloxymethyl)-1,4-dioxaspiro[4.5]decan-8-yl)-1-(p-tolyl)propyn-1-ol (Reference Example 88) (585 mg, 1.44 mmol) in dichloromethane (7.2 mL), manganese dioxide (625 mg, 7.19 mmol) was added, and the obtained solution was stirred at room temperature for 13 hours. The reaction solution was filtered through Celite and the filtrate was concentrated under reduced pressure. The residue was purified by flash chromatography (silica gel, n-hexane/ethyl acetate) to obtain the capti... The reactants are C(C)[Mg]Br (Ethylmagnesium bromide), 4R- [, C1(CCCCC1)C1OB(OC1C1CCCCC1)C(C(CC(C(=C)CC)C)C)Cl (4,5-dicyclohexyl-2-(6-chloro-2-ethyl-3,5-dimethylhexen-6-yl) -1,3,2-dioxaborolane). Run in C1CCOC1 (THF). Run at temperature -78 celsius, time 24 hour. Product: C1(CCCCC1)C1OB(OC1C1CCCCC1)C(C(CC(C(=C)CC)C)C)CC (4,5-Dicyclohexyl-2-(2,6-diethyl-3,5-dimethyl-hexen-6-yl)-1,3,2-dioxaborolane). Reaction SMILES: [CH2:1]([Mg]Br)[CH3:2].[CH:5]1([CH:11]2[CH:15]([CH:16]3[CH2:21][CH2:20][CH2:19][CH2:18][CH2:17]3)[O:14][B:13]([CH:22](Cl)[CH:23]([CH3:31])[CH2:24][CH:25]([CH3:30])[C:26]([CH2:28][CH3:29])=[CH2:27])[O:12]2)[CH2:10][CH2:9][CH2:8][CH2:7][CH2:6]1>C1COCC1>[CH:16]1([CH:15]2[CH:11]([CH:5]3[CH2:6][CH2:7][CH2:8][CH2:9][CH2:10]3)[O:12][B:13]([CH:22]([CH2:1][CH3:2])[CH:23]([CH3:31])[CH2:24][CH:25]([CH3:30])[C:26]([CH2:28][CH3:29])=[CH2:27])[O:14]2)[CH2:21][CH2:20][CH2:19][CH2:18][CH2:17]1. Procedure details: Ethylmagnesium bromide (3.0 M in diethyl ether, 35.6 mmol) was added dropwise in 20 minutes to a stirred solution of [4R- [2(S*,S*,S*),4α,5β]]-4,5-dicyclohexyl-2-(6-chloro-2-ethyl-3,5-dimethylhexen-6-yl) -1,3,2-dioxaborolane (14.5 g, 35.6 mmol) in THF (200 mL) cooled with a -78° C. bath. The bath was allowed to warm to 20°-25° C. and the mixture was stirred for 24 h. The solution was concentrated under vacuum and ether (200 mL) was added to the residue. The ethereal solution was washed with satu... Reported procedure: A mixture of 2.1 g of 6-chloro-1-(2-nitrophenyl)spiro[indoline-3,4'-piperidine], free base of Example 33, 95 ml of 95% ethyl alcohol, 7.5 ml of water and 4.4 g of iron powder is acidified with 0.2 ml of concentrated hydrochloric acid and then refluxed under nitrogen for 10 minutes. Thereafter, the mixture is permitted to cool before being filtered through celite. The filtrate is concentrated under vacuum leaving an oily residue which is basified. The alkaline mixture is extracted with ether and ... Starting materials: ClC1=CC=C2C(=C1)N(CC21CCNCC1)C1=C(C=CC=C1)[N+](=O)[O-] (6-chloro-1-(2-nitrophenyl)spiro[indoline-3,4'-piperidine]), base, C(C)O (ethyl alcohol), Cl (hydrochloric acid). Yields the product Cl.Cl.NC1=C(C=CC=C1)N1CC2(CCNCC2)C2=CC=C(C=C12)Cl (1-(2-aminophenyl)-6-chlorospiro[indoline-3,4'-piperidine]dihydrochloride). Solvent: O (water). Reaction SMILES: [Cl:1][C:2]1[CH:7]=[C:6]2[N:8]([C:16]3[CH:21]=[CH:20][CH:19]=[CH:18][C:17]=3[N+:22]([O-])=O)[CH2:9][C:10]3([CH2:15][CH2:14][NH:13][CH2:12][CH2:11]3)[C:5]2=[CH:4][CH:3]=1.C(O)C.[ClH:28]>[Fe].O>[ClH:1].[ClH:28].[NH2:22][C:17]1[CH:18]=[CH:19][CH:20]=[CH:21][C:16]=1[N:8]1[C:6]2[C:5](=[CH:4][CH:3]=[C:2]([Cl:1])[CH:7]=2)[C:10]2([CH2:15][CH2:14][NH:13][CH2:12][CH2:11]2)[CH2:9]1 |f:5.6.7|. The reagents and catalysts are [Fe] (iron).